This data is from the Open Reaction Database (ORD), a public repository of structured organic reaction records. The task is: describe an organic reaction: reactants, conditions, products, and yield Reactants: O (water), C=1C(=CC(=C(C1I)O)I)I (triiodophenol), C([O-])([O-])=O.[K+].[K+] (potassium carbonate), BrCCC#CCCCC (1-bromo-3-octyne). The solvent is CN(C=O)C (dimethylformamide). Conditions: temperature 70 celsius, time 1 hour. Product: IC1=C(OCCC#CCCCC)C(=CC(=C1)I)I (1-(2,4,6-Triiodophenoxy)-3-octyne). The yield is 32.0%. RXN SMILES: [CH:1]1[C:2]([I:10])=[CH:3][C:4]([I:9])=[C:5]([OH:8])[C:6]=1[I:7].C(=O)([O-])[O-].[K+].[K+].Br[CH2:18][CH2:19][C:20]#[C:21][CH2:22][CH2:23][CH2:24][CH3:25].O>CN(C)C=O>[I:7][C:6]1[CH:1]=[C:2]([I:10])[CH:3]=[C:4]([I:9])[C:5]=1[O:8][CH2:18][CH2:19][C:20]#[C:21][CH2:22][CH2:23][CH2:24][CH3:25] |f:1.2.3|. Procedure: A mixture of triiodophenol (1.0 g, 2.1 mmol) and potassium carbonate (0.35 g, 2.54 mmol, 1.2 eq) in 4 ml of dimethylformamide was heated at 70° C. for 1 hr and then cooled to room temperature. 1-bromo-3-octyne was added in a single portion and the mixture was stirred for 1 hr. The reaction mixture was poured into water and the precipitated solids were collected by filtration. The collected solid was recrystallized from methanol to give 0.39 g (32%) of desired product. Mp 45° C.-49° C.